describe an organic reaction: reactants, conditions, products, and yield From a dataset of the Open Reaction Database (ORD), a public repository of structured organic reaction records. Starting materials: [Cl-].[NH4+] (ammonium chloride), cuprous iodide, C1(C=CCCCCCCCCCCC=C1)=O (Cyclopentadeca-2,14-dien-1-one), Grignard reagent, [Mg] (magnesium), IC (iodomethane). Solvent: CCOCC (ether), CCOCC (ether). Conditions: time 30 minute. Yields the product CC1CCCCCCCCCCC=CC(C1)=O (14-Methyl-cyclopentadec-2en-1-one). As a reaction SMILES: [Mg].I[CH3:3].[C:4]1(=[O:19])[CH:18]=[CH:17][CH2:16][CH2:15][CH2:14][CH2:13][CH2:12][CH2:11][CH2:10][CH2:9][CH2:8][CH2:7][CH:6]=[CH:5]1.[Cl-].[NH4+]>CCOCC>[CH3:3][CH:17]1[CH2:18][C:4](=[O:19])[CH:5]=[CH:6][CH2:7][CH2:8][CH2:9][CH2:10][CH2:11][CH2:12][CH2:13][CH2:14][CH2:15][CH2:16]1 |f:3.4|. Procedure details: To the Grignard reagent prepared from 72 mg (3 mg-atoms) of magnesium and 0.25 ml (4 mMole) of iodomethane in 5 ml of ether was added 50 mg of cuprous iodide, and the mixture was heated at reflux for 5 min. Cyclopentadeca-2,14-dien-1-one (0.44 g; 2 mMole) in 5 ml of ether was then added over a period of 10 min without cooling, and stirring was continued for 30 min at room temperature. The reaction mixture was poured into cold ammonium chloride solution and extracted with ether. The organic layer...